This data is from the Open Reaction Database (ORD), a public repository of structured organic reaction records. The task is: describe an organic reaction: reactants, conditions, products, and yield The reactants are COC(=O)C(Br)CCBr, CN, ClC(Cl)Cl. Yields the product CNC(=O)C(Br)CCBr. RXN SMILES: [Br:1][CH:2]([C:3](=[O:4])[O:5][CH3:6])[CH2:7][CH2:8][Br:9].[CH3:10][NH2:11].[CH:12]([Cl:13])([Cl:14])[Cl:15]>>[Br:1][CH:2]([C:3](=[O:4])[NH:11][CH3:10])[CH2:7][CH2:8][Br:9]. The reactants are COc1cccc(C2(O)CCCNC2)c1, O=C(Cl)c1ccc(Cl)cc1. Product: COc1cccc(C2(O)CCCN(C(=O)c3ccc(Cl)cc3)C2)c1. RXN SMILES: [CH3:11][O:12][c:13]1[cH:14][c:15]([C:19]2([OH:25])[CH2:20][NH:21][CH2:22][CH2:23][CH2:24]2)[cH:16][cH:17][cH:18]1.[Cl:1][C:2](=[O:3])[c:4]1[cH:5][cH:6][c:7]([Cl:8])[cH:9][cH:10]1>>[C:2](=[O:3])([c:4]1[cH:5][cH:6][c:7]([Cl:8])[cH:9][cH:10]1)[N:21]1[CH2:20][C:19]([c:15]2[cH:14][c:13]([O:12][CH3:11])[cH:18][cH:17][cH:16]2)([OH:25])[CH2:24][CH2:23][CH2:22]1. Reactants: Cc1ccc(N)cc1, COc1ccc(I)cc1. The reagents and catalysts are CCN=P(N=P(N(C)C)(N(C)C)N(C)C)(N(C)C)N(C)C (P2Et), CC(C)c1cc(C(C)C)c(-c2ccccc2P(C2CCCCC2)(C2CCCCC2)->[Pd]2(OS(=O)(=O)C(F)(F)F)<-Nc3ccccc3-c3ccccc32)c(C(C)C)c1 (XPhos). Solvent: CS(=O)C (DMSO), CS(=O)C (DMSO), CS(=O)C (DMSO), CS(=O)C (DMSO), CS(=O)C (DMSO). Run at temperature 60 celsius, time 16 hour. Product: COc1ccc(Nc2ccc(C)cc2)cc1. Isolated yield 50.1%. Procedure: These solutions were added to a 384-
well source plate (80 µL per well). The Mosquito HTS liquid handling robot was used to dose
each of these solutions (200 nL each) into a 1536-well plate. Conditions: time 2 hour. The solvent is CN(C)C=O (DMF). The reactants are ClC=1C=C(C(=O)O)C=CN1 (2-chloroisonicotinic acid), FC=1C=C2CCNC2=CC1F (5,6-difluoro-2,3-dihydro-1 H-indole), TEA, CN(C)C(=[N+](C)C)ON1C2=C(C=CC=C2)N=N1.[B-](F)(F)(F)F (TBTU). The product is ClC1=NC=CC(=C1)C(=O)N1CCC2=CC(=C(C=C12)F)F ((2-chloro-pyridin-4-yl)-(5,6-difluoro-2,3-dihydro-indol-1-yl)-methanone). As a reaction SMILES: [Cl:1][C:2]1[CH:3]=[C:4]([CH:8]=[CH:9][N:10]=1)[C:5]([OH:7])=O.[F:11][C:12]1[CH:13]=[C:14]2[C:18](=[CH:19][C:20]=1[F:21])[NH:17][CH2:16][CH2:15]2.CN(C(ON1N=NC2C=CC=CC1=2)=[N+](C)C)C.[B-](F)(F)(F)F>CN(C=O)C>[Cl:1][C:2]1[CH:3]=[C:4]([C:5]([N:17]2[C:18]3[C:14](=[CH:13][C:12]([F:11])=[C:20]([F:21])[CH:19]=3)[CH2:15][CH2:16]2)=[O:7])[CH:8]=[CH:9][N:10]=1 |f:2.3|. Reported procedure: 0.35 g (2.2 mmol) 2-chloroisonicotinic acid, 0.34 g (2.2 mmol) 5,6-difluoro-2,3-dihydro-1 H-indole, 0.70 mL (5.0 mmol) TEA and 10 mL DMF were mixed with 0.77 g (2.4 mmol) TBTU and stirred for 2 h at RT. The reaction mixture was purified by HPLC. The product fractions were combined and evaporated down.